Task: describe an organic reaction: reactants, conditions, products, and yield. Dataset: the Open Reaction Database (ORD), a public repository of structured organic reaction records Reactants: C(C)OC=1C=C(C=O)C=CC1 (3-ethoxybenzaldehyde), ClC=1C=C(C=CC1)CCN (2-(3-chlorophenyl)ethylamine), [BH4-].[Na+] (sodium borohydride). Run in C(C)O (ethanol). Reaction conditions: time 15 hour. Yields the product ClC=1C=C(C=CC1)CCNCC1=CC(=CC=C1)OCC (N-(2-(3-Chlorophenyl)ethyl)-3-ethoxybenzylamine). As a reaction SMILES: [CH2:1]([O:3][C:4]1[CH:5]=[C:6]([CH:9]=[CH:10][CH:11]=1)[CH:7]=O)[CH3:2].[Cl:12][C:13]1[CH:14]=[C:15]([CH2:19][CH2:20][NH2:21])[CH:16]=[CH:17][CH:18]=1.[BH4-].[Na+]>C(O)C>[Cl:12][C:13]1[CH:14]=[C:15]([CH2:19][CH2:20][NH:21][CH2:7][C:6]2[CH:9]=[CH:10][CH:11]=[C:4]([O:3][CH2:1][CH3:2])[CH:5]=2)[CH:16]=[CH:17][CH:18]=1 |f:2.3|. Procedure: Combine 3-ethoxybenzaldehyde (3.38 g, 22.5 mmol), 2-(3-chlorophenyl)ethylamine (2.33 g, 15.0 mol), and 3 Å molecular sieves (2.88 g) in ethanol (230 ml). Stir the reaction mixture at reflux for 4 hours. Filter to remove the molecular sieves and then slowly add sodium borohydride (1.70 g, 45.0 mmol) to the filtrate and stir at ambient temperature. After 15 hours, concentrate the reaction mixture to a residue, dissolve the residue in 1N NaOH, and extract with dichloromethane. Combine organic extra... Reactants: O=C(CCC(=O)O)CCCCCC (4-oxo-1-decanoic acid), CC(C)=CCCC(C)CCO (citronellol). Reagents/catalysts: C1(=CC=C(C=C1)S(=O)(=O)O)C (p-toluene-sulfonic acid). The solvent is CCOCC (ether), C1CCCCC1 (cyclohexane). Product: CC(CCOC(CCC(CCCCCC)=O)=O)CCC=C(C)C (4-Oxo-decanoic Acid 3,7-Dimethyl-oct-6-enyl Ester). Yield: 91.0%. RXN SMILES: [O:1]=[C:2]([CH2:8][CH2:9][CH2:10][CH2:11][CH2:12][CH3:13])[CH2:3][CH2:4][C:5]([OH:7])=[O:6].[CH3:14][C:15](=[CH:17][CH2:18][CH2:19][CH:20]([CH2:22][CH2:23]O)[CH3:21])[CH3:16]>C1CCCCC1.CCOCC.C1(C)C=CC(S(O)(=O)=O)=CC=1>[CH3:21][CH:20]([CH2:19][CH2:18][CH:17]=[C:15]([CH3:16])[CH3:14])[CH2:22][CH2:23][O:6][C:5](=[O:7])[CH2:4][CH2:3][C:2](=[O:1])[CH2:8][CH2:9][CH2:10][CH2:11][CH2:12][CH3:13]. Procedure details: A solution of 20.0 g 4-oxo-1-decanoic acid (Synthesis, 1987, 408), 16.8 g citronellol extra and 0.5 g p-toluene-sulfonic acid in 150 ml of cyclohexane was refluxed in a flask equipped with a Dean-Stark trap for 3 hours. Then the reaction mixture was cooled, diluted with ether, washed with saturated NaHCO3 and water. The organic phase was dried, filtered and evaporated to dryness. The resulting oil was purified by chromatography to yield 31.7 g of a yellow oil.